From a dataset of the Open Reaction Database (ORD), a public repository of structured organic reaction records. describe an organic reaction: reactants, conditions, products, and yield The reactants are C1(=CC=CC=C1)CCCC1CCN(CC1)C[C@H]1CN(C[C@@H]1C1=CC(=CC=C1)F)[C@@H](C(=O)O)CC1CCC1 (2-(R)-(3-(S)-((4-(3-Phenylpropyl)piperidin-1-yl)methyl)-4-(S)-(3-fluorophenyl)pyrrolidin-1-yl)-3-(cyclobutyl)propanoic acid), C1(=CC=CC=C1)CCCC1CCNCC1 (4-(3-phenylpropyl)piperidine), Cl (HCl). Yields the product C1(=CC=CC=C1)CCCC1CCN(CC1)C[C@H]1CN(C[C@@H]1C1=CC(=CC=C1)F)[C@@H](C(=O)OCC1=CC=CC=C1)CC1CCC1 (2-(R)-(3-(S)-((4-(3-Phenylpropyl)piperidin-1-yl)methyl)-4 (S)-(3-fluorophenyl)pyrrolidin-1-yl)-3-(cyclobutyl)propanoic acid, benzyl ester). The yield is 102.1%. As a reaction SMILES: [C:1]1([CH2:7][CH2:8][CH2:9][CH:10]2[CH2:15][CH2:14][N:13]([CH2:16][C@@H:17]3[C@@H:21]([C:22]4[CH:27]=[CH:26][CH:25]=[C:24]([F:28])[CH:23]=4)[CH2:20][N:19]([C@H:29]([CH2:33][CH:34]4[CH2:37][CH2:36][CH2:35]4)[C:30]([OH:32])=[O:31])[CH2:18]3)[CH2:12][CH2:11]2)[CH:6]=[CH:5][CH:4]=[CH:3][CH:2]=1.[C:38]1([CH2:44]CCC2CCNCC2)[CH:43]=[CH:42][CH:41]=[CH:40][CH:39]=1.Cl>>[C:1]1([CH2:7][CH2:8][CH2:9][CH:10]2[CH2:11][CH2:12][N:13]([CH2:16][C@@H:17]3[C@@H:21]([C:22]4[CH:27]=[CH:26][CH:25]=[C:24]([F:28])[CH:23]=4)[CH2:20][N:19]([C@H:29]([CH2:33][CH:34]4[CH2:35][CH2:36][CH2:37]4)[C:30]([O:32][CH2:44][C:38]4[CH:43]=[CH:42][CH:41]=[CH:40][CH:39]=4)=[O:31])[CH2:18]3)[CH2:14][CH2:15]2)[CH:6]=[CH:5][CH:4]=[CH:3][CH:2]=1. Procedure: The title compound was prepared from 23.2 mg (0.052 mmol) of 2-(R)-(3-(R)-formyl-4-(S)-(3-fluorophenyl)pyrrolidin-1-yl)-3-(cyclobutyl)propanoic acid, benzyl ester (from EXAMPLE 26, Step A) and 12.8 mg (0.052 mmol) of 4-(3-phenylpropyl)piperidine.HCl using a procedure analogous to that described in EXAMPLE 1, Step J to provide 31.7 mg (96%) of the title compound: RF: 0.57 (1:1 v/v hexanes/EtOAc); 1H NMR (300 MHz) δ 1.13-3.27 (m, 33H), 5.14 (s, 2H), 6.86-6.99 (m, 3H), 7.14-7.38 (m, 11H). Starting materials: C1(CCCC2CCCC=C12)=O (hexahydronaphthalenone), C1(=CC=CC=C1)S(=O)(=O)C1OC(C2=CC=CC=C12)=O (phenylsulfonyl isobenzofuranone), C1(CCCC2CC3CC4=CC=CC=C4C=C3C=C12)=O (hexahydronaphthacenone), C1(CCCC2CC3CC4=CC=CC=C4C=C3C=C12)=O (hexahydronaphthacenone). Solvent: CN(C=O)C (dimethylforamide). Yields the product C(C)(=O)C1CC2CC=CC(C2CC1)=O (6-acetyl-4a,5,6,7,8,8a-hexahydro-1-(4H)-naphthalenone). As a reaction SMILES: [C:1]1(=[O:11])[C:10]2[CH:5]([CH2:6][CH2:7][CH2:8][CH:9]=2)[CH2:4][CH2:3][CH2:2]1.C1(S([CH:21]2[C:29]3C(=CC=CC=3)C(=O)[O:22]2)(=O)=O)C=CC=CC=1.C1(=O)C2C(CC3C(C=2)=CC2C(=CC=CC=2)C3)CCC1>CN(C)C=O>[C:21]([CH:7]1[CH2:8][CH2:9][CH:10]2[CH:5]([CH2:4][CH:3]=[CH:2][C:1]2=[O:11])[CH2:6]1)(=[O:22])[CH3:29]. Procedure details: reacting the hexahydronaphthalenone product with phenylsulfonyl isobenzofuranone to create a hexahydronaphthacenone product having the formula ##STR21## and heating the hexahydronaphthacenone product in dimethylforamide under an oxygen atmosphere to produce the compound.